Task: describe an organic reaction: reactants, conditions, products, and yield. Dataset: the Open Reaction Database (ORD), a public repository of structured organic reaction records Starting materials: CSc1sc(C(=O)O)c(I)c1C#N, ClCCl, CCN=C=NCCCN(C)C, CO, Cl, [NH4+], [OH-], O, On1nnc2ccccc21. Yields the product CSc1sc(C(N)=O)c(I)c1C#N. Reaction SMILES: [C:1](#[N:2])[c:3]1[c:4]([I:13])[c:5]([C:10](=[O:11])[OH:12])[s:6][c:7]1[S:8][CH3:9].[CH2:38]([Cl:39])[Cl:40].[CH3:15][N:16]([CH3:17])[CH2:18][CH2:19][CH2:20][N:21]=[C:22]=[N:23][CH2:24][CH3:25].[CH3:41][OH:42].[ClH:14].[NH4+:36].[OH-:37].[OH2:43].[OH:26][n:27]1[c:28]2[cH:29][cH:30][cH:31][cH:32][c:33]2[n:34][n:35]1>>[C:1](#[N:2])[c:3]1[c:4]([I:13])[c:5]([C:10](=[O:11])[NH2:16])[s:6][c:7]1[S:8][CH3:9].